Dataset: the Open Reaction Database (ORD), a public repository of structured organic reaction records. Task: describe an organic reaction: reactants, conditions, products, and yield Reactants: CCCC[Si](Cl)(CCCC)CCCC, ClCCl, O, CCOC(=O)c1ncccc1O, c1c[nH]cn1. Product: CCCC[Si](CCCC)(CCCC)Oc1cccnc1C(=O)OCC. RXN SMILES: [CH2:13]([CH2:14][CH2:15][CH3:16])[Si:17]([CH2:18][CH2:19][CH2:20][CH3:21])([CH2:22][CH2:23][CH2:24][CH3:25])[Cl:26].[CH2:33]([Cl:34])[Cl:35].[OH2:32].[OH:1][c:2]1[c:3]([C:8](=[O:9])[O:10][CH2:11][CH3:12])[n:4][cH:5][cH:6][cH:7]1.[nH:27]1[cH:28][cH:29][n:30][cH:31]1>>[O:1]([c:2]1[c:3]([C:8](=[O:9])[O:10][CH2:11][CH3:12])[n:4][cH:5][cH:6][cH:7]1)[Si:17]([CH2:13][CH2:14][CH2:15][CH3:16])([CH2:18][CH2:19][CH2:20][CH3:21])[CH2:22][CH2:23][CH2:24][CH3:25].